The task is: describe an organic reaction: reactants, conditions, products, and yield. This data is from the Open Reaction Database (ORD), a public repository of structured organic reaction records. Starting materials: C(C)OC(CC1=CC=NC=C1)=O (4-pyridineacetic acid ethyl ester), [H-].[Al+3].[Li+].[H-].[H-].[H-] (lithium aluminum hydride). Run in C1CCOC1 (THF). Run at time 4 hour. Product: N1=CC=C(C=C1)CCO (4-pyridineethanol). Isolated yield 56.9%. Reaction SMILES: C([O:3][C:4](=O)[CH2:5][C:6]1[CH:11]=[CH:10][N:9]=[CH:8][CH:7]=1)C.[H-].[Al+3].[Li+].[H-].[H-].[H-]>C1COCC1>[N:9]1[CH:10]=[CH:11][C:6]([CH2:5][CH2:4][OH:3])=[CH:7][CH:8]=1 |f:1.2.3.4.5.6|. Procedure: Fifteen grams (0.091 mol) of 4-pyridineacetic acid ethyl ester was dissolved in 180 ml of dry THF. The solution was transferred to a 1 l., 3-neck round bottom flask which had been flushed with nitrogen. To the mixture was added dropwise 55 ml of 1.0 M lithium aluminum hydride (0.055 mol) at approximately 0° C. The reaction mixture became yellow upon addition of the reducing agent. Following addition, the mixture was quenched with 2.1 ml of water at 0° C. followed by 2.1 ml of 15% by volume of so... The reactants are Cl.CC1=CC=C(C=C1)NN (4-methylphenylhydrazine hydrochloride), C(C)OCC (ethyl ether), O1CCC=C1 (2,3-dihydrofuran). Run in O1CCOCC1 (1,4-dioxane), O (water). Conditions: temperature 95 celsius. Yields the product CC=1C=C2C(=CNC2=CC1)CCO (2-(5-Methyl-1H-indol-3-yl)-ethanol). The yield is 17.6%. As a reaction SMILES: Cl.[CH3:2][C:3]1[CH:8]=[CH:7][C:6]([NH:9]N)=[CH:5][CH:4]=1.[O:11]1[CH:15]=[CH:14][CH2:13][CH2:12]1.C(OCC)C>O1CCOCC1.O>[CH3:2][C:3]1[CH:8]=[C:7]2[C:6](=[CH:5][CH:4]=1)[NH:9][CH:15]=[C:14]2[CH2:13][CH2:12][OH:11] |f:0.1|. Procedure details: To a suspension of 4-methylphenylhydrazine hydrochloride (2.50 g, 15.7 mmol) in 1,4-dioxane (25 mL) and water (1.5 mL) was dropped neat 2,3-dihydrofuran (1.66 g, 23.6 mmol). After the addition, the mixture was heated at 95° C. for 4 hours. After cooling to room temperature, it was poured into ethyl ether, dried over magnesium sulfate, evaporated to dryness. Flash chromatography on silica gel provided 0.485 g (18%) of the title compound as a solid. 1H NMR (500 MHz, CDCl3) δ 7.95 (br, 1H), 7.41 (s... Starting materials: BrCc1ccccc1, Oc1cccc(Br)c1, O=C([O-])[O-], CC(C)=O, [K+], [K+]. The product is Brc1cccc(OCc2ccccc2)c1. As a reaction SMILES: [Br:15][CH2:16][c:17]1[cH:18][cH:19][cH:20][cH:21][cH:22]1.[Br:1][c:2]1[cH:3][c:4]([OH:8])[cH:5][cH:6][cH:7]1.[C:9](=[O:10])([O-:11])[O-:12].[CH3:23][C:24](=[O:25])[CH3:26].[K+:13].[K+:14]>>[Br:1][c:2]1[cH:3][c:4]([O:8][CH2:16][c:17]2[cH:18][cH:19][cH:20][cH:21][cH:22]2)[cH:5][cH:6][cH:7]1. The reactants are [OH-].[Na+] (sodium hydroxide), C(C)ON=C(CC)C=1C(CC(CC1O)C1=C(C=C(C=C1C)C)C)=O (2-[1-(ethoxyimino)propyl]-3-hydroxy-5-mesitylcyclohex-2-en-1-one), C(C1=CC=CC=C1)(=O)Cl (benzoyl chloride). The solvent is CC(=O)C (acetone). Reaction conditions: time 5 minute. The product is C(C1=CC=CC=C1)(=O)OC1=C(C(CC(C1)C1=C(C=C(C=C1C)C)C)=O)C(CC)=NOCC (3-benzoyloxy-2-[1-(ethoxyimino)propyl]-5-mesitylcyclohex-2-en-1-one). Isolated yield 68.5%. RXN SMILES: [OH-].[Na+].[CH2:3]([O:5][N:6]=[C:7]([C:10]1[C:11](=[O:26])[CH2:12][CH:13]([C:17]2[C:22]([CH3:23])=[CH:21][C:20]([CH3:24])=[CH:19][C:18]=2[CH3:25])[CH2:14][C:15]=1[OH:16])[CH2:8][CH3:9])[CH3:4].[C:27](Cl)(=[O:34])[C:28]1[CH:33]=[CH:32][CH:31]=[CH:30][CH:29]=1>CC(C)=O>[C:27]([O:26][C:11]1[CH2:12][CH:13]([C:17]2[C:18]([CH3:25])=[CH:19][C:20]([CH3:24])=[CH:21][C:22]=2[CH3:23])[CH2:14][C:15](=[O:16])[C:10]=1[C:7](=[N:6][O:5][CH2:3][CH3:4])[CH2:8][CH3:9])(=[O:34])[C:28]1[CH:33]=[CH:32][CH:31]=[CH:30][CH:29]=1 |f:0.1|. Procedure details: Aqueous 1% sodium hydroxide solution (6 ml) was added to a solution of 2-[1-(ethoxyimino)propyl]-3-hydroxy-5-mesitylcyclohex-2-en-1-one (0.42 g; 1.28 mmole) in acetone (50 ml). The mixture was stirred at room temperature for a period of 5 minutes and then benzoyl chloride (0.2 g) was added dropwise. The mixture was stirred for a further period of 15 minutes and then the solvent was removed by evaporation under reduced pressure using a rotary evaporator. The product was purified by chromatography... Reactants: CCOC(=O)CCCn1nnnc1C=C1CN(C(C(=O)C2CC2)c2ccccc2F)CCC1SC(C)=O, CCO, Cl. Yields the product Cl, CCOC(=O)CCCn1nnnc1C=C1CN(C(C(=O)C2CC2)c2ccccc2F)CCC1S. Reaction SMILES: [C:2](=[O:3])([CH3:4])[S:5][CH:6]1[C:7](=[CH:25][c:26]2[n:27][n:28][n:29][n:30]2[CH2:31][CH2:32][CH2:33][C:34](=[O:35])[O:36][CH2:37][CH3:38])[CH2:8][N:9]([CH:12]([C:13](=[O:14])[CH:15]2[CH2:16][CH2:17]2)[c:18]2[c:19]([F:24])[cH:20][cH:21][cH:22][cH:23]2)[CH2:10][CH2:11]1.[CH3:39][CH2:40][OH:41].[ClH:1]>>[ClH:1].[SH:5][CH:6]1[C:7](=[CH:25][c:26]2[n:27][n:28][n:29][n:30]2[CH2:31][CH2:32][CH2:33][C:34](=[O:35])[O:36][CH2:37][CH3:38])[CH2:8][N:9]([CH:12]([C:13](=[O:14])[CH:15]2[CH2:16][CH2:17]2)[c:18]2[c:19]([F:24])[cH:20][cH:21][cH:22][cH:23]2)[CH2:10][CH2:11]1.